Dataset: the Open Reaction Database (ORD), a public repository of structured organic reaction records. Task: describe an organic reaction: reactants, conditions, products, and yield The reactants are BrCCBr, O=C([O-])[O-], CCOC(=O)CC(=O)Nc1ccc(C#N)cc1, CN(C)C=O, [K+], [K+]. The product is CCOC(=O)C1(C(=O)Nc2ccc(C#N)cc2)CC1. As a reaction SMILES: [Br:24][CH2:25][CH2:26][Br:27].[C:18](=[O:19])([O-:20])[O-:21].[C:1](#[N:2])[c:3]1[cH:4][cH:5][c:6]([NH:9][C:10]([CH2:11][C:12](=[O:13])[O:14][CH2:15][CH3:16])=[O:17])[cH:7][cH:8]1.[CH3:28][N:29]([CH3:30])[CH:31]=[O:32].[K+:22].[K+:23]>>[C:1](#[N:2])[c:3]1[cH:4][cH:5][c:6]([NH:9][C:10]([C:11]2([C:12](=[O:13])[O:14][CH2:15][CH3:16])[CH2:25][CH2:26]2)=[O:17])[cH:7][cH:8]1. The reactants are O=C([C@H](O)[C@@H](O)[C@H](O)[C@H](O)C(=O)O)O (D-glucaric acid), NCCCCCCN (hexamethylenediamine). Reaction conditions: time 10 minute. Product: O=C([C@H](O)[C@@H](O)[C@H](O)[C@H](O)C(=O)[O-])[O-].[NH3+]CCCCCC[NH3+] (hexamethylenediammonium D-glucarate salt). Isolated yield 63.7%. As a reaction SMILES: [O:1]=[C:2]([OH:14])[C@@H:3]([C@H:5]([C@@H:7]([C@@H:9]([C:11]([OH:13])=[O:12])[OH:10])[OH:8])[OH:6])[OH:4].[NH2:15][CH2:16][CH2:17][CH2:18][CH2:19][CH2:20][CH2:21][NH2:22]>>[O:1]=[C:2]([O-:14])[C@@H:3]([C@H:5]([C@@H:7]([C@@H:9]([C:11]([O-:13])=[O:12])[OH:10])[OH:8])[OH:6])[OH:4].[NH3+:15][CH2:16][CH2:17][CH2:18][CH2:19][CH2:20][CH2:21][NH3+:22] |f:2.3|. Procedure details: Aqueous D-glucaric acid (1, ˜1 M, 5.0 mL) and aqueous hexamethylenediamine (1 M, 5.25 mL) were mixed in a round bottom flask, and stirred at room temperature for 10 min. The reaction mixture was then stirred at 78° C. for 16 h and concentrated to less than 25% of the total volume. Methanol (6˜8 mL) was added drop-wise to the concentrated solution to precipitate out a large quantity of white solid which was removed by filtration, washed with methanol (2×5 mL), and dried under vacuum at room tempe... Starting materials: CNC(=O)C1=CC(OC2=C1C=C(C=C2)[N+](=O)[O-])(C)C (N-methyl-6-nitro-2,2-dimethyl-2H-1-benzopyran-4-carboxamide), C(C)I (ethyl iodide), [H-] (hydride), O1CCCC1 (tetrahydrofuran), ClCCl (Dichloromethane). The product is C(C)N(C(=O)C1=CC(OC2=C1C=C(C=C2)[N+](=O)[O-])(C)C)C (N-ethyl-N-methyl-6-nitro-2,2-dimethyl-2H-1-benzopyran-4-carboxamide). As a reaction SMILES: [CH3:1][NH:2][C:3]([C:5]1[C:10]2[CH:11]=[C:12]([N+:15]([O-:17])=[O:16])[CH:13]=[CH:14][C:9]=2[O:8]C(C)(C)[CH:6]=1)=[O:4].[CH2:20](I)[CH3:21].[H-].O1CC[CH2:26][CH2:25]1.Cl[CH2:30]Cl>>[CH2:25]([N:2]([CH3:1])[C:3]([C:5]1[C:10]2[CH:11]=[C:12]([N+:15]([O-:17])=[O:16])[CH:13]=[CH:14][C:9]=2[O:8][C:20]([CH3:21])([CH3:30])[CH:6]=1)=[O:4])[CH3:26]. Procedure details: A mixture of 0.53 g of N-methyl-6-nitro-2,2-dimethyl-2H-1-benzopyran-4-carboxamide, 1.60 g of ethyl iodide, 0.09 g of sodlum hydride, and 10 ml of tetrahydrofuran was heated at reflux for 30 minutes. Dichloromethane was added to the reaction mixture, and any insoluble matter was removed by filtration. The filtrate was recrystallized from a mixture of diethyl ether and n-hexane to obtain 0.45 g of N-ethyl-N-methyl-6-nitro-2,2-dimethyl-2H-1-benzopyran-4-carboxamide represented by formula shown bel... Starting materials: BrC=1C(=CC(=C(C1)OC=1C(=C(C=CC1Cl)CNC(=O)C1=C(N=CN1COCC[Si](C)(C)C)Cl)F)[N+](=O)[O-])F (N-({3-[(5-bromo-4-fluoro-2-nitrophenyl)oxy]-4-chloro-2-fluorophenyl}methyl)-4-chloro-1-({[2-(trimethylsilyl)ethyl]oxy}methyl)-1H-imidazole-5carboxamide), C(=O)(C(F)(F)F)O (TFA). Run in C(Cl)Cl (DCM). Run at time 2 hour. The product is BrC=1C(=CC(=C(C1)OC=1C(=C(C=CC1Cl)CNC(=O)C1=C(N=CN1)Cl)F)[N+](=O)[O-])F (N-({3-[(5-bromo-4-fluoro-2-nitrophenyl)oxy]-4-chloro-2-fluorophenyl}methyl)-4-chloro-1H-imidazole-5-carboxamide). Isolated yield 75.0%. As a reaction SMILES: [Br:1][C:2]1[C:3]([F:38])=[CH:4][C:5]([N+:35]([O-:37])=[O:36])=[C:6]([O:8][C:9]2[C:10]([F:34])=[C:11]([CH2:16][NH:17][C:18]([C:20]3[N:24](COCC[Si](C)(C)C)[CH:23]=[N:22][C:21]=3[Cl:33])=[O:19])[CH:12]=[CH:13][C:14]=2[Cl:15])[CH:7]=1.C(O)(C(F)(F)F)=O>C(Cl)Cl>[Br:1][C:2]1[C:3]([F:38])=[CH:4][C:5]([N+:35]([O-:37])=[O:36])=[C:6]([O:8][C:9]2[C:10]([F:34])=[C:11]([CH2:16][NH:17][C:18]([C:20]3[NH:24][CH:23]=[N:22][C:21]=3[Cl:33])=[O:19])[CH:12]=[CH:13][C:14]=2[Cl:15])[CH:7]=1. Procedure details: To a solution of N-({3-[(5-bromo-4-fluoro-2-nitrophenyl)oxy]-4-chloro-2-fluorophenyl}methyl)-4-chloro-1-({[2-(trimethylsilyl)ethyl]oxy}methyl)-1H-imidazole-5carboxamide (55.0 mg, 0.084 mmol) in DCM (6 ml) was added TFA (3.00 ml) and the reaction mixture was stirred at RT for 2 hours. The solvent was removed and the crude material was purified via reverse phase HPLC to give N-({3-[(5-bromo-4-fluoro-2-nitrophenyl)oxy]-4-chloro-2-fluorophenyl}methyl)-4-chloro-1H-imidazole-5-carboxamide (33 mg, 0.06...